From a dataset of the Open Reaction Database (ORD), a public repository of structured organic reaction records. describe an organic reaction: reactants, conditions, products, and yield Reactants: B, COC(=O)c1cc(OCc2ccccc2)cc(C(=O)O)c1, C1CCOC1, CSC. Yields the product COC(=O)c1cc(CO)cc(OCc2ccccc2)c1. RXN SMILES: [BH3:25].[CH2:1]([c:2]1[cH:3][cH:4][cH:5][cH:6][cH:7]1)[O:8][c:9]1[cH:10][c:11]([C:12](=[O:13])[OH:14])[cH:15][c:16]([C:18](=[O:19])[O:20][CH3:21])[cH:17]1.[CH2:26]1[O:27][CH2:28][CH2:29][CH2:30]1.[CH3:22][S:23][CH3:24]>>[CH2:1]([c:2]1[cH:3][cH:4][cH:5][cH:6][cH:7]1)[O:8][c:9]1[cH:10][c:11]([CH2:12][OH:13])[cH:15][c:16]([C:18](=[O:19])[O:20][CH3:21])[cH:17]1. Reaction SMILES: [CH2:16]([NH2:17])[CH2:18][CH2:19][CH3:20].[CH3:24][N:25]([CH3:26])[CH:27]=[O:28].[Cl:1][c:2]1[cH:3][c:4]2[c:5](=[O:15])[cH:6][c:7]([CH3:14])[nH:8][c:9]2[cH:10][c:11]1[O:12][CH3:13].[I-:23].[I:21].[K+:22]>>[Cl:1][c:2]1[cH:3][c:4]2[c:5](=[O:15])[c:6]([I:23])[c:7]([CH3:14])[nH:8][c:9]2[cH:10][c:11]1[O:12][CH3:13]. Reactants: CCCCN, CN(C)C=O, COc1cc2[nH]c(C)cc(=O)c2cc1Cl, [I-], I, [K+]. Yields the product COc1cc2[nH]c(C)c(I)c(=O)c2cc1Cl. The reactants are CC1=C(C(=O)C2=CC=C(C(=O)N3CC4=C(CC3)C=CO4)C=C2)C=CC=C1 (6-[4-(2-methylbenzoyl)benzoyl]-4,5,6,7-tetrahydrofuro[2,3-c]pyridine), CNC (dimethylamine), C=O (formaldehyde). Run in C(C)(=O)O (acetic acid). Conditions: temperature 100 celsius, time 120 minute. Product: CN(C)CC1=CC2=C(CN(CC2)C(C2=CC=C(C=C2)C(C2=C(C=CC=C2)C)=O)=O)O1 (N,N-dimethyl-[6-[4-(2-methylbenzoyl)benzoyl]-4,5,6,7-tetrahydrofuro[2,3-c]pyridin-2-ylmethyl]amine). Reaction SMILES: [CH3:1][C:2]1[CH:26]=[CH:25][CH:24]=[CH:23][C:3]=1[C:4]([C:6]1[CH:22]=[CH:21][C:9]([C:10]([N:12]2[CH2:17][CH2:16][C:15]3[CH:18]=[CH:19][O:20][C:14]=3[CH2:13]2)=[O:11])=[CH:8][CH:7]=1)=[O:5].[CH3:27][NH:28][CH3:29].[CH2:30]=O>C(O)(=O)C>[CH3:27][N:28]([CH2:30][C:19]1[O:20][C:14]2[CH2:13][N:12]([C:10](=[O:11])[C:9]3[CH:21]=[CH:22][C:6]([C:4](=[O:5])[C:3]4[CH:23]=[CH:24][CH:25]=[CH:26][C:2]=4[CH3:1])=[CH:7][CH:8]=3)[CH2:17][CH2:16][C:15]=2[CH:18]=1)[CH3:29]. Procedure details: To a solution of 0.250 g (0.724 mmol) of 6-[4-(2-methylbenzoyl)benzoyl]-4,5,6,7-tetrahydrofuro[2,3-c]pyridine in 10 ml of acetic acid, 0.098 ml (1.09 mmol) of 50% aqueous dimethylamine and 0.088 ml (1.09 mmol) of 37% aqueous formaldehyde were added, followed by stirring at 100° C. for 120 minutes. After the solvent was distilled off under reduced pressure, the residual solution was alkalified with 5% aqueous sodium hydrogen carbonate and extracted with dichloromethane 2 times. The combined organ... Reactants: ClC=1C(=NC(=C(C1CC(=O)OCC1=CC=CC=C1)Cl)F)F (Benzyl 2-(3,5-dichloro-2,6-difluoropyridin-4-yl)acetate). The reagents and catalysts are [Pd] (palladium on carbon). The solvent is C(C)O (ethanol). The product is ClC=1C(=NC(=C(C1CC(=O)O)Cl)F)F (2-(3,5-dichloro-2,6-difluoropyridin-4-yl)acetic acid). Yield: 93.3%. As a reaction SMILES: [Cl:1][C:2]1[C:3]([F:21])=[N:4][C:5]([F:20])=[C:6]([Cl:19])[C:7]=1[CH2:8][C:9]([O:11]CC1C=CC=CC=1)=[O:10]>[Pd].C(O)C>[Cl:19][C:6]1[C:5]([F:20])=[N:4][C:3]([F:21])=[C:2]([Cl:1])[C:7]=1[CH2:8][C:9]([OH:11])=[O:10]. Procedure details: Benzyl 2-(3,5-dichloro-2,6-difluoropyridin-4-yl)acetate (30.9 g, 93 mmol), anhydrous ethanol, and 10% palladium on carbon were placed into a 500 mL bottle. The mixture was then hydrogenated using Parr Hydrogenator under hydrogen atmosphere (20 psi) for 30 min. The reaction mixture was then filtered through celite pad and the pad was washed with ethanol. The filtrate was evaporated in vacuo and the residue was recrystallized from MC to afford 21 g (89%) of 2-(3,5-dichloro-2,6-difluoropyridin-4-yl... Reactants: O=S(=O)(Cl)c1cc(OC(F)(F)C(F)(F)Br)ccc1OC(F)(F)C(F)(F)Br, CC#N, [F-], [K+]. Yields the product O=S(=O)(F)c1cc(OC(F)(F)C(F)(F)Br)ccc1OC(F)(F)C(F)(F)Br. As a reaction SMILES: [Br:1][C:2]([C:3]([O:4][c:5]1[c:6]([S:19](=[O:20])(=[O:21])[Cl:22])[cH:7][c:8]([O:11][C:12]([C:13]([Br:14])([F:15])[F:16])([F:17])[F:18])[cH:9][cH:10]1)([F:23])[F:24])([F:25])[F:26].[CH3:29][C:30]#[N:31].[F-:27].[K+:28]>>[Br:1][C:2]([C:3]([O:4][c:5]1[c:6]([S:19](=[O:20])(=[O:21])[F:27])[cH:7][c:8]([O:11][C:12]([C:13]([Br:14])([F:15])[F:16])([F:17])[F:18])[cH:9][cH:10]1)([F:23])[F:24])([F:25])[F:26]. Procedure details: A mixture of methyl 1-(1-((6-cyclopropyl-2,2′,4′-trifluoro-3-isopropoxybiphenyl-4-yl)methyl)piperidin-4-yl)-3-ethyl-2-oxo-1,2-dihydropyridine-4-carboxylate (161 mg), a 1 M aqueous sodium hydroxide solution (1 mL), and ethanol (2 mL) was stirred at 70 C for 1 hour. The reaction mixture was pH-adjusted to 3 using 1 M hydrochloric acid, followed by extraction with ethyl acetate twice. The organic layer was separated and dried over anhydrous sodium sulfate, and the solvent was distilled off under re... Product: C1(CC1)C1=CC(=C(C(=C1C1=C(C=C(C=C1)F)F)F)OC(C)C)CN1CCC(CC1)N1C(C(=C(C=C1)C(=O)O)CC)=O (1-(1-((6-Cyclopropyl-2,2′,4′-trifluoro-3-isopropoxybiphenyl-4-yl)methyl)piperidin-4-yl)-3-ethyl-2-oxo-1,2-dihydropyridine-4-carboxylic acid). Yield: 78.3%. Solvent: C(C)O (ethanol). Starting materials: C1(CC1)C1=CC(=C(C(=C1C1=C(C=C(C=C1)F)F)F)OC(C)C)CN1CCC(CC1)N1C(C(=C(C=C1)C(=O)OC)CC)=O (methyl 1-(1-((6-cyclopropyl-2,2′,4′-trifluoro-3-isopropoxybiphenyl-4-yl)methyl)piperidin-4-yl)-3-ethyl-2-oxo-1,2-dihydropyridine-4-carboxylate), [OH-].[Na+] (sodium hydroxide), Cl (hydrochloric acid). Reaction SMILES: [CH:1]1([C:4]2[C:9]([C:10]3[CH:15]=[CH:14][C:13]([F:16])=[CH:12][C:11]=3[F:17])=[C:8]([F:18])[C:7]([O:19][CH:20]([CH3:22])[CH3:21])=[C:6]([CH2:23][N:24]3[CH2:29][CH2:28][CH:27]([N:30]4[CH:35]=[CH:34][C:33]([C:36]([O:38]C)=[O:37])=[C:32]([CH2:40][CH3:41])[C:31]4=[O:42])[CH2:26][CH2:25]3)[CH:5]=2)[CH2:3][CH2:2]1.[OH-].[Na+].Cl>C(O)C>[CH:1]1([C:4]2[C:9]([C:10]3[CH:15]=[CH:14][C:13]([F:16])=[CH:12][C:11]=3[F:17])=[C:8]([F:18])[C:7]([O:19][CH:20]([CH3:22])[CH3:21])=[C:6]([CH2:23][N:24]3[CH2:25][CH2:26][CH:27]([N:30]4[CH:35]=[CH:34][C:33]([C:36]([OH:38])=[O:37])=[C:32]([CH2:40][CH3:41])[C:31]4=[O:42])[CH2:28][CH2:29]3)[CH:5]=2)[CH2:3][CH2:2]1 |f:1.2|. Reactants: CC(=O)O[BH-](OC(C)=O)OC(C)=O, O=C([O-])O, CC(=O)O, ClC(Cl)Cl, O=Cc1nc2c(cc1Cl)SCC(=O)N2, NC1CCN(CCn2c(=O)cnc3ccc(F)cc32)CC1, [Na+], [Na+]. Product: O=C1CSc2cc(Cl)c(CNC3CCN(CCn4c(=O)cnc5ccc(F)cc54)CC3)nc2N1. As a reaction SMILES: [C:36]([O:37][BH-:38]([O:39][C:40](=[O:41])[CH3:42])[O:43][C:44](=[O:45])[CH3:46])(=[O:47])[CH3:48].[C:50](=[O:51])([O-:52])[OH:53].[CH3:55][C:56](=[O:57])[OH:58].[CH:59]([Cl:60])([Cl:61])[Cl:62].[Cl:22][c:23]1[cH:24][c:25]2[c:30]([n:31][c:32]1[CH:33]=[O:34])[NH:29][C:28](=[O:35])[CH2:27][S:26]2.[NH2:1][CH:2]1[CH2:3][CH2:4][N:5]([CH2:8][CH2:9][n:10]2[c:11](=[O:21])[cH:12][n:13][c:14]3[cH:15][cH:16][c:17]([F:20])[cH:18][c:19]23)[CH2:6][CH2:7]1.[Na+:49].[Na+:54]>>[NH:1]([CH:2]1[CH2:3][CH2:4][N:5]([CH2:8][CH2:9][n:10]2[c:11](=[O:21])[cH:12][n:13][c:14]3[cH:15][cH:16][c:17]([F:20])[cH:18][c:19]23)[CH2:6][CH2:7]1)[CH2:33][c:32]1[c:23]([Cl:22])[cH:24][c:25]2[c:30]([n:31]1)[NH:29][C:28](=[O:35])[CH2:27][S:26]2. The reactants are O=C(Cl)Cl, Clc1ccccc1, Cl, Nc1cccc(-c2nc3ccccc3c(=O)o2)c1. Yields the product O=C=Nc1cccc(-c2nc3ccccc3c(=O)o2)c1. As a reaction SMILES: [Cl:20][C:21]([Cl:22])=[O:23].[Cl:24][c:25]1[cH:26][cH:27][cH:28][cH:29][cH:30]1.[ClH:19].[NH2:1][c:2]1[cH:3][c:4](-[c:8]2[n:9][c:10]3[c:11]([c:12](=[O:14])[o:13]2)[cH:15][cH:16][cH:17][cH:18]3)[cH:5][cH:6][cH:7]1>>[N:1]([c:2]1[cH:3][c:4](-[c:8]2[n:9][c:10]3[c:11]([c:12](=[O:14])[o:13]2)[cH:15][cH:16][cH:17][cH:18]3)[cH:5][cH:6][cH:7]1)=[C:21]=[O:23]. Yields the product CCc1ccc(C(=O)c2cc(Br)c(OC)cc2Cl)cc1. As a reaction SMILES: [Al+3:25].[Br:1][c:2]1[c:3]([O:9][CH3:10])[cH:4][c:5]([Cl:8])[cH:6][cH:7]1.[CH2:11]([CH3:12])[c:13]1[cH:14][cH:15][c:16]([C:17](=[O:18])[Cl:19])[cH:20][cH:21]1.[Cl-:22].[Cl-:23].[Cl-:24].[Cl:27][CH2:28][Cl:29].[OH2:26]>>[Br:1][c:2]1[c:3]([O:9][CH3:10])[cH:4][c:5]([Cl:8])[c:6]([C:17]([c:16]2[cH:15][cH:14][c:13]([CH2:11][CH3:12])[cH:21][cH:20]2)=[O:18])[cH:7]1. The reactants are [Al+3], COc1cc(Cl)ccc1Br, CCc1ccc(C(=O)Cl)cc1, [Cl-], [Cl-], [Cl-], ClCCl, O. Yields the product O([Si](C)(C)C(C)(C)C)CCC1OC2=C(NC1=O)C=C(C=C2)[N+](=O)[O-] (Racemic-2-(2-t-Butyldimethylsiloxyethyl)-6-nitro-3-oxo-4H-benz[1,4]oxazine). Procedure: To solution of 4.8 g racemic-2-(2-hydroxyethyl)-6-nitro-3-oxo-4H-benz[1,4]oxazine in dimethylformamide (100 mL) and 3.4 mL diethylisopropylamine at 0° C. was added 4.7 g tert-butyldimethylsilylchloride. The reaction mixture was stirred at 0° C. for 20 minutes, at room temperature for 3 hour, concentrated and the resulting residue was partitioned between sodium bicarbonate solution and EtOAc. The aqueous phase was extracted with EtOAc and the combined organics washed with water, brine then dried ... Isolated yield 14.1%. The solvent is CN(C=O)C (dimethylformamide), C(C)N(C(C)C)CC (diethylisopropylamine). Reaction conditions: temperature 0 celsius, time 3 hour. Reaction SMILES: [OH:1][CH2:2][CH2:3][CH:4]1[C:9](=[O:10])[NH:8][C:7]2[CH:11]=[C:12]([N+:15]([O-:17])=[O:16])[CH:13]=[CH:14][C:6]=2[O:5]1.[Si:18](Cl)([C:21]([CH3:24])([CH3:23])[CH3:22])([CH3:20])[CH3:19]>CN(C)C=O.C(N(CC)C(C)C)C>[O:1]([CH2:2][CH2:3][CH:4]1[C:9](=[O:10])[NH:8][C:7]2[CH:11]=[C:12]([N+:15]([O-:17])=[O:16])[CH:13]=[CH:14][C:6]=2[O:5]1)[Si:18]([C:21]([CH3:24])([CH3:23])[CH3:22])([CH3:20])[CH3:19]. Reactants: OCCC1OC2=C(NC1=O)C=C(C=C2)[N+](=O)[O-] (racemic-2-(2-hydroxyethyl)-6-nitro-3-oxo-4H-benz[1,4]oxazine), [Si](C)(C)(C(C)(C)C)Cl (tert-butyldimethylsilylchloride).